From a dataset of the Open Reaction Database (ORD), a public repository of structured organic reaction records. describe an organic reaction: reactants, conditions, products, and yield As a reaction SMILES: [CH3:1][C:2]1[CH:3]=[C:4]([CH:7]=[CH:8][CH:9]=1)[CH:5]=O.[N+:10]([CH3:13])([O-:12])=[O:11].[OH-].[Na+]>C(O)C>[CH3:1][C:2]1[CH:9]=[CH:8][CH:7]=[C:4](/[CH:5]=[CH:13]/[N+:10]([O-:12])=[O:11])[CH:3]=1 |f:2.3|. Reactants: CC=1C=C(C=O)C=CC1 (3-Methylbenzaldehyde), [N+](=O)([O-])C (nitro methane), [OH-].[Na+] (NaOH). Procedure: 3-Methylbenzaldehyde (21 g, 174.273 mmol) was reacted with nitro methane (967 mL, 174.273 mmol), NaOH solution (6.7 g, 174.273 mmol in 17.32 mL H2O) and ethanol (210 mL) at 0° C. for 2 hours. The reaction mass was quenched using cold 50% HCl solution (60 mL) and extracted using ethyl acetate. The organic layer was dried over anhydrous Na2SO4 and concentrated under reduced pressure to afford 27 g of the product (95% yield). Yields the product CC1=CC(=CC=C1)\C=C\[N+](=O)[O-] ((E)-1-methyl-3-(2-nitrovinyl)benzene). Isolated yield 94.9%. Run in C(C)O (ethanol). Reactants: CC1=NC2=C(C=CC=C2C=C1)C#N (2-methylquinoline-8-carbonitrile), [Se](=O)=O (selenium dioxide). Run in O1CCOCC1 (1,4-dioxane), O (water). The product is C(=O)C1=NC2=C(C=CC=C2C=C1)C#N (2-formylquinoline-8-carbonitrile). Isolated yield 82.1%. Reaction SMILES: [CH3:1][C:2]1[CH:11]=[CH:10][C:9]2[C:4](=[C:5]([C:12]#[N:13])[CH:6]=[CH:7][CH:8]=2)[N:3]=1.[Se](=O)=[O:15]>O1CCOCC1.O>[CH:1]([C:2]1[CH:11]=[CH:10][C:9]2[C:4](=[C:5]([C:12]#[N:13])[CH:6]=[CH:7][CH:8]=2)[N:3]=1)=[O:15]. Procedure details: To a solution of 2-methylquinoline-8-carbonitrile (1.70 g, 10.1 mmol) in 1,4-dioxane (50 mL) and water (1 mL), was added selenium dioxide (2.80 g, 25.3 mmol) and the resulting mixture heated at reflux for 7 hours. After cooling to ambient temperature, the solids formed were removed by filtration through a pad of Celite® and washed with 1:1 mixture of ethyl acetate/dichloromethane (50 mL). The filtrate was concentrated under reduced pressure and the residue obtained purified by column chromatogra...